This data is from the Open Reaction Database (ORD), a public repository of structured organic reaction records. The task is: describe an organic reaction: reactants, conditions, products, and yield The reactants are CN(C)C=O, CCCCCC(CCCCl)OC(C)=O, [H-], CCOC(=O)CCCCCCNC#N, [Na+], O, c1ccccc1. The product is CCCCCC(CCCN(C#N)CCCCCCC(=O)OCC)OC(C)=O. RXN SMILES: [CH3:38][N:39]([CH3:40])[CH:41]=[O:42].[Cl:17][CH2:18][CH2:19][CH2:20][CH:21]([CH2:22][CH2:23][CH2:24][CH2:25][CH3:26])[O:27][C:28]([CH3:29])=[O:30].[H-:1].[NH:3]([C:4]#[N:5])[CH2:6][CH2:7][CH2:8][CH2:9][CH2:10][CH2:11][C:12](=[O:13])[O:14][CH2:15][CH3:16].[Na+:2].[OH2:31].[cH:32]1[cH:33][cH:34][cH:35][cH:36][cH:37]1>>[N:3]([C:4]#[N:5])([CH2:6][CH2:7][CH2:8][CH2:9][CH2:10][CH2:11][C:12](=[O:13])[O:14][CH2:15][CH3:16])[CH2:18][CH2:19][CH2:20][CH:21]([CH2:22][CH2:23][CH2:24][CH2:25][CH3:26])[O:27][C:28]([CH3:29])=[O:30].